Dataset: the Open Reaction Database (ORD), a public repository of structured organic reaction records. Task: describe an organic reaction: reactants, conditions, products, and yield The reactants are CN(CC1CCN(C(=O)OC(C)(C)C)CC1)C(=O)OCc1ccccc1, CCOC(C)=O, CCO. The product is CNCC1CCN(C(=O)OC(C)(C)C)CC1. Reaction SMILES: [CH3:1][N:2]([C:3]([O:4][CH2:5][c:6]1[cH:7][cH:8][cH:9][cH:10][cH:11]1)=[O:12])[CH2:13][CH:14]1[CH2:15][CH2:16][N:17]([C:20](=[O:21])[O:22][C:23]([CH3:24])([CH3:25])[CH3:26])[CH2:18][CH2:19]1.[CH3:27][CH2:28][O:29][C:30]([CH3:31])=[O:32].[CH3:33][CH2:34][OH:35]>>[CH3:1][NH:2][CH2:13][CH:14]1[CH2:15][CH2:16][N:17]([C:20](=[O:21])[O:22][C:23]([CH3:24])([CH3:25])[CH3:26])[CH2:18][CH2:19]1. The reactants are [H-].[Na+] (sodium hydride), COC=1C=C(CCN(C)CCO)C=CC1OC (2-[N-(3,4-dimethoxyphenethyl)-N-methylamino]ethanol), ( 1 ), ClC1=CC(=C(C=C1)[N+](=O)[O-])[N+](=O)[O-] (1-chloro-3,4-dinitrobenzene). Solvent: CS(=O)C (dimethyl sulfoxide). Conditions: time 1 hour. Product: titled compound, Cl.[N+](=O)([O-])C=1C=C(OCCN(C)CCC2=CC(=C(C=C2)OC)OC)C=CC1[N+](=O)[O-] (1-(3,4-dinitrophenoxy)-2-[N-(3,4-dimethoxyphenethyl)-N-methylamino]ethane hydrochloride). Yield: 33.4%. As a reaction SMILES: [CH3:1][O:2][C:3]1[CH:4]=[C:5]([CH:13]=[CH:14][C:15]=1[O:16][CH3:17])[CH2:6][CH2:7][N:8]([CH2:10][CH2:11][OH:12])[CH3:9].[H-].[Na+].[Cl:20][C:21]1[CH:26]=[CH:25][C:24]([N+:27]([O-:29])=[O:28])=[C:23]([N+:30]([O-:32])=[O:31])[CH:22]=1>CS(C)=O>[ClH:20].[N+:27]([C:24]1[CH:25]=[C:26]([CH:21]=[CH:22][C:23]=1[N+:30]([O-:32])=[O:31])[O:12][CH2:11][CH2:10][N:8]([CH2:7][CH2:6][C:5]1[CH:13]=[CH:14][C:15]([O:16][CH3:17])=[C:3]([O:2][CH3:1])[CH:4]=1)[CH3:9])([O-:29])=[O:28] |f:1.2,5.6|. Reported procedure: A portion (0.50 g, 2.1 mmol) of the 2-[N-(3,4-dimethoxyphenethyl)-N-methylamino]ethanol produced in (1) above was dissolved in dimethyl sulfoxide (6 ml) and 60% sodium hydride (0.12 g, 3 mmol) was added to the resulting solution. The reaction mixture was stirred at room temperature for 1 h and 1-chloro-3,4-dinitrobenzene (0.48 ml, 4 mmol) was added on a water bath. The mixture was stirred at room temperature for 2 h and after adding a saturated aqueous solution of sodium bicarbonate, three extra... Starting materials: N(=O)OCCC(C)C (isoamyl nitrite), [O-]CC.[Na+] (sodium ethoxide), [Na] (sodium), O(C1=CC=CC=C1)C=1C=C(C=CC1)CC#N (3-phenoxyphenylacetonitrile). Run in C(C)OCC (diethyl ether), C(C)O (ethanol), C(C)O (ethanol). Conditions: time 15 hour. The product is ON=C(C#N)C1=CC(=CC=C1)OC1=CC=CC=C1 (2-hydroxyimino-2-(3-phenoxyphenyl)acetonitrile). Isolated yield 45.0%. As a reaction SMILES: [O-]CC.[Na+].[Na].[O:6]([C:13]1[CH:14]=[C:15]([CH2:19][C:20]#[N:21])[CH:16]=[CH:17][CH:18]=1)[C:7]1[CH:12]=[CH:11][CH:10]=[CH:9][CH:8]=1.[N:22](OCCC(C)C)=[O:23]>C(O)C.C(OCC)C>[OH:23][N:22]=[C:19]([C:15]1[CH:16]=[CH:17][CH:18]=[C:13]([O:6][C:7]2[CH:8]=[CH:9][CH:10]=[CH:11][CH:12]=2)[CH:14]=1)[C:20]#[N:21] |f:0.1,^1:4|. Reported procedure: To a solution of sodium ethoxide prepared from sodium (1.09 g) and ethanol (20 ml), a solution of 3-phenoxyphenylacetonitrile (8.30 g) in ethanol (15 ml) was added dropwise at 0° C., and then isoamyl nitrite (7.99 ml) was added dropwise. After stirring for 15 hours at room temperature, diethyl ether was added and the mixture was washed sequentially with 1N HCl, aqueous sodium bicarbonate and then saturated aqueous sodium chloride. The diethyl ether layer was dried (MgSO4), concentrated, and the ... The reactants are C1(CCCC1)Br (cyclopentylbromide), [OH-].[Na+] (NaOH), COC1=C(C=C(C=C1)Br)O (1-Methoxy-2-hydroxy-4-bromo-benzene). Run in O (water), C(C)O (ethanol). Product: COC1=C(C=C(C=C1)Br)OC1CCCC1 (1-Methoxy-2-cyclopentyloxy-4-bromo-benzene). Reaction SMILES: [CH3:1][O:2][C:3]1[CH:8]=[CH:7][C:6]([Br:9])=[CH:5][C:4]=1[OH:10].[CH:11]1(Br)[CH2:15][CH2:14][CH2:13][CH2:12]1.[OH-].[Na+]>C(O)C.O>[CH3:1][O:2][C:3]1[CH:8]=[CH:7][C:6]([Br:9])=[CH:5][C:4]=1[O:10][CH:11]1[CH2:15][CH2:14][CH2:13][CH2:12]1 |f:2.3|. Reported procedure: 20 g (0.1 mol) 1-Methoxy-2-hydroxy-4-bromo-benzene (Preparation 1) was dissolved in 40 ml ethanol. Then 21 g (0.14 mol) cyclopentylbromide and a solution of 5.5 g NaOH in 6.6 ml water was added and the mixture refluxed for 13 hours. Thereafter, the solvent was removed in vacuo and the residue taken up with methylene chloride and washed (4×) with 1N NaOH. After drying over Na2SO4, the organic solvent was removed in vacuo to give the title compound as an oily product, yield: 182 g (67%).